Dataset: the Open Reaction Database (ORD), a public repository of structured organic reaction records. Task: describe an organic reaction: reactants, conditions, products, and yield Yields the product ClC=1C=CC(=NC1)NC(C1=C(C(=CC(=C1)Cl)OC)NC(=O)C=1SC=C(C1Cl)CC1=NOC(=N1)N(C)C)=O (N-(5-chloropyridin-2-yl)-2-[((4-((5-(dimethylamino)-1,2,4-oxadiazol-3-yl)methyl)-3-chlorothiophen-2-yl)carbonyl)amino]-3-methoxy-5-chlorobenzamide). Reaction SMILES: [CH3:1][NH:2][CH3:3].[Cl:4][C:5]1[CH:6]=[CH:7][C:8]([NH:11][C:12](=[O:41])[C:13]2[CH:18]=[C:17]([Cl:19])[CH:16]=[C:15]([O:20][CH3:21])[C:14]=2[NH:22][C:23]([C:25]2[S:26][CH:27]=[C:28]([CH2:31][C:32]3[N:36]=[C:35](C(Cl)(Cl)Cl)[O:34][N:33]=3)[C:29]=2[Cl:30])=[O:24])=[N:9][CH:10]=1.O>CN(C=O)C>[Cl:4][C:5]1[CH:6]=[CH:7][C:8]([NH:11][C:12](=[O:41])[C:13]2[CH:18]=[C:17]([Cl:19])[CH:16]=[C:15]([O:20][CH3:21])[C:14]=2[NH:22][C:23]([C:25]2[S:26][CH:27]=[C:28]([CH2:31][C:32]3[N:36]=[C:35]([N:2]([CH3:3])[CH3:1])[O:34][N:33]=3)[C:29]=2[Cl:30])=[O:24])=[N:9][CH:10]=1. Starting materials: ClC=1C=CC(=NC1)NC(C1=C(C(=CC(=C1)Cl)OC)NC(=O)C=1SC=C(C1Cl)CC1=NOC(=N1)C(Cl)(Cl)Cl)=O (N-(5-chloropyridin-2-yl)-2-[((4-((5-trichloromethyl-1,2,4-oxadiazol-3-yl)methyl)-3-chlorothiophen-2-yl)carbonyl)amino]-3-methoxy-5-chlorobenzamide), CNC (Dimethylamine), O (water). Procedure: Dimethylamine (40% aqueous, 0.51 mL, 4.1 mmol) was dissolved in DMF (2 mL) under nitrogen, and N-(5-chloropyridin-2-yl)-2-[((4-((5-trichloromethyl-1,2,4-oxadiazol-3-yl)methyl)-3-chlorothiophen-2-yl)carbonyl)amino]-3-methoxy-5-chlorobenzamide (0.151 g, 0.23 mmol) was added. The reaction mixture was stirred for 40 minutes at ambient temperature, then poured into water (40 mL). The aqueous layer was extracted with ethyl acetate (3×25 mL). The combined organic layers were washed with water (3×25 mL)... Run in CN(C)C=O (DMF). Reaction conditions: time 40 minute. Starting materials: O=C(O)C(=O)O, O=C(O)c1cnoc1-c1ccccc1Cl, FC(F)(F)c1ccc(C2CCNC2)cc1. Product: O=C(c1cnoc1-c1ccccc1Cl)N1CCC(c2ccc(C(F)(F)F)cc2)C1. RXN SMILES: [C:16]([OH:17])(=[O:18])[C:19]([OH:20])=[O:21].[Cl:1][c:2]1[c:3](-[c:8]2[c:9]([C:13](=[O:14])[OH:15])[cH:10][n:11][o:12]2)[cH:4][cH:5][cH:6][cH:7]1.[F:22][C:23]([c:24]1[cH:25][cH:26][c:27]([CH:30]2[CH2:31][NH:32][CH2:33][CH2:34]2)[cH:28][cH:29]1)([F:35])[F:36]>>[Cl:1][c:2]1[c:3](-[c:8]2[c:9]([C:13](=[O:15])[N:32]3[CH2:31][CH:30]([c:27]4[cH:26][cH:25][c:24]([C:23]([F:22])([F:35])[F:36])[cH:29][cH:28]4)[CH2:34][CH2:33]3)[cH:10][n:11][o:12]2)[cH:4][cH:5][cH:6][cH:7]1. The product is ClC1(C(C1)(F)C1=CC=C(C=C1)C)Cl (1-(2,2-dichloro-1-fluoro-cyclopropyl)-4-methyl-benzene). As a reaction SMILES: [OH-].[Na+].[F:3][C:4]([C:6]1[CH:11]=[CH:10][C:9]([CH3:12])=[CH:8][CH:7]=1)=[CH2:5].[CH:13]([Cl:16])(Cl)[Cl:14]>[Cl-].C([N+](CC)(CC)CC)C1C=CC=CC=1>[Cl:14][C:13]1([Cl:16])[CH2:5][C:4]1([C:6]1[CH:11]=[CH:10][C:9]([CH3:12])=[CH:8][CH:7]=1)[F:3] |f:0.1,4.5|. Reported procedure: 50% aq. sodium hydroxide solution (4.4 mL, 54 mmol) was added dropwise at 0° C. to a solution of 1-(1-fluoro-vinyl)-4-methyl-benzene (J. Med. Chem. 2004, 47, 5860; 1.84 g, 13.5 mmol) and benzyltriethylammonium chloride (123 mg, 0.54 mmol) in chloroform (20 mL), then after 30 min the ice bath was removed and stirring continued over 16 h. Ice water was added, the organic layer was subsequently washed with 0.1 M aq. hydrochloric acid solution, 5% aq. sodium hydrogencarbonate solution and brine, dri... The reactants are [OH-].[Na+] (sodium hydroxide), FC(=C)C1=CC=C(C=C1)C (1-(1-fluoro-vinyl)-4-methyl-benzene), C(Cl)(Cl)Cl (chloroform). Run at time 16 hour. Isolated yield 86.0%. The reagents and catalysts are [Cl-].C(C1=CC=CC=C1)[N+](CC)(CC)CC (benzyltriethylammonium chloride).